This data is from the Open Reaction Database (ORD), a public repository of structured organic reaction records. The task is: describe an organic reaction: reactants, conditions, products, and yield Starting materials: FC1=C(C(=CC2=C1N=CO2)C(=O)NOCCOC=C)NC2=C(C=C(C=C2)I)F (4-fluoro-5-((2-fluoro-4-iodophenyl)amino)-N-(2-(vinyloxy)ethoxy)benzo[d]oxazole-6-carboxamide), Cl (HCl), C(=O)(O)[O-].[Na+] (NaHCO3). The solvent is C(Cl)Cl (CH2Cl2). Conditions: time 1 hour. Yields the product FC1=C(C(=CC2=C1N=CO2)C(=O)NOCCO)NC2=C(C=C(C=C2)I)F (4-fluoro-5-((2-fluoro-4-iodophenyl)amino)-N-(2-hydroxyethoxy)benzo oxazole-6-carboxamide). Yield: 52.2%. As a reaction SMILES: [F:1][C:2]1[C:7]2[N:8]=[CH:9][O:10][C:6]=2[CH:5]=[C:4]([C:11]([NH:13][O:14][CH2:15][CH2:16][O:17]C=C)=[O:12])[C:3]=1[NH:20][C:21]1[CH:26]=[CH:25][C:24]([I:27])=[CH:23][C:22]=1[F:28].Cl.C([O-])(O)=O.[Na+]>C(Cl)Cl>[F:1][C:2]1[C:7]2[N:8]=[CH:9][O:10][C:6]=2[CH:5]=[C:4]([C:11]([NH:13][O:14][CH2:15][CH2:16][OH:17])=[O:12])[C:3]=1[NH:20][C:21]1[CH:26]=[CH:25][C:24]([I:27])=[CH:23][C:22]=1[F:28] |f:2.3|. Reported procedure: To a solution of compound 4-fluoro-5-((2-fluoro-4-iodophenyl)amino)-N-(2-(vinyloxy)ethoxy)benzo[d]oxazole-6-carboxamide (598 mg, 1.17 mmol) in CH2Cl2 (5 mL) was added 1.0 N HCl (aq., 6.7 mL, 6.72 mmol) dropwise. After stirring for 1 h, the reaction mixture was treated with saturated NaHCO3 (aq.). The organic layer was washed with water (30 mL×2) and brine (30 mL), dried over Na2SO4, filtered and concentrated in vacuo. The crude product was purified by column chromatography on silica gel (CH2Cl2/...